From a dataset of the Open Reaction Database (ORD), a public repository of structured organic reaction records. describe an organic reaction: reactants, conditions, products, and yield Reaction conditions: time 30 minute. Reported procedure: To a solution of 54.4 g of behenic acid dissolved into 1200 ml of toluene were added 2400 ml of water, and the mixture liquid was homogenized by a high-speed homogenizer. To this solution, with stirring, were added dropwise spending about 30 minutes 400 ml of an aqueous ammoniacal silver nitrate solution containing 27.7 g of silver nitrate, with keeping the temperature of the reaction liquid at 60° C. The stirring was further continued for another 30 minutes. The resulting crystals were filtrate... Starting materials: C(CCCCCCCCCCCCCCCCCCCCC)(=O)O (behenic acid), C1(=CC=CC=C1)C (toluene), [N+](=O)([O-])[O-].[Ag+] (silver nitrate), [N+](=O)([O-])[O-].[Ag+] (silver nitrate). As a reaction SMILES: [C:1]([OH:24])(=[O:23])[CH2:2][CH2:3][CH2:4][CH2:5][CH2:6][CH2:7][CH2:8][CH2:9][CH2:10][CH2:11][CH2:12][CH2:13][CH2:14][CH2:15][CH2:16][CH2:17][CH2:18][CH2:19][CH2:20][CH2:21][CH3:22].C1(C)C=CC=CC=1.[N+]([O-])([O-])=O.[Ag+:36]>O>[C:1]([O-:24])(=[O:23])[CH2:2][CH2:3][CH2:4][CH2:5][CH2:6][CH2:7][CH2:8][CH2:9][CH2:10][CH2:11][CH2:12][CH2:13][CH2:14][CH2:15][CH2:16][CH2:17][CH2:18][CH2:19][CH2:20][CH2:21][CH3:22].[Ag+:36] |f:2.3,5.6|. Solvent: O (water). Yields the product C(CCCCCCCCCCCCCCCCCCCCC)(=O)[O-].[Ag+] (silver behenate). Reactants: ClC1=C(C=C(C=C1)\C=C/C1=CC=CC=C1)[N+](=O)[O-] (2-chloro-5-((Z)-2-phenyl -vinyl)-1-nitrobenzene), N1CCOCC1 (morpholine). The reagents and catalysts are [C].[Rh] (rhodium-carbon). Solvent: C(C)O (ethanol), CO (methanol). Conditions: time 8 hour. Yields the product ClC1=C(N)C=C(C=C1)CCC1=CC=CC=C1 (2-Chloro-5-(2-phenylethyl) aniline). Isolated yield 60.9%. As a reaction SMILES: [Cl:1][C:2]1[CH:7]=[CH:6][C:5](/[CH:8]=[CH:9]\[C:10]2[CH:15]=[CH:14][CH:13]=[CH:12][CH:11]=2)=[CH:4][C:3]=1[N+:16]([O-])=O.N1CCOCC1>C(O)C.CO.[C].[Rh]>[Cl:1][C:2]1[CH:7]=[CH:6][C:5]([CH2:8][CH2:9][C:10]2[CH:11]=[CH:12][CH:13]=[CH:14][CH:15]=2)=[CH:4][C:3]=1[NH2:16] |f:4.5|. Procedure details: To a suspension of 4-chloro-3-nitrobenzaldehyde (1 g) and benzyltriphenylphosphonium bromide (2.34 g) in toluene (35 mL) was added sodium hydride (55%, 0.28 g), and the mixture was stirred at room temperature overnight. To the reaction mixture was added 1 mol/L hydrochloric acid, and the resulting mixture was extracted with methylene chloride. The extract was washed with brine and dried over anhydrous magnesium sulfate, and the solvent was removed under reduced pressure. The residue was purified... Reactants: [N+](=O)([O-])C1=C2C=CC(=NC2=CC=C1)Cl (5-nitro-2-chloroquinoline), CC1=CC=C(O1)CN (5-methyl-2-furanmethanamine), C(=O)C1=C2C=CNC2=CC=C1 (4-formylindole). Yields the product N1C=CC2=C(C=CC=C12)CNC=1C=2C=CC(=NC2C=CC1)NCC=1OC(=CC1)C (N5-(1H-Indol-4-ylmethyl)-N2-(5-methyl-furan-2-ylmethyl)-quinoline-2,5-diamine). RXN SMILES: [N+:1]([C:4]1[CH:13]=[CH:12][CH:11]=[C:10]2[C:5]=1[CH:6]=[CH:7][C:8](Cl)=[N:9]2)([O-])=O.[CH3:15][C:16]1[O:20][C:19]([CH2:21][NH2:22])=[CH:18][CH:17]=1.[CH:23]([C:25]1[CH:33]=[CH:32][CH:31]=[C:30]2[C:26]=1[CH:27]=[CH:28][NH:29]2)=O>>[NH:29]1[C:30]2[C:26](=[C:25]([CH2:23][NH:1][C:4]3[C:5]4[CH:6]=[CH:7][C:8]([NH:22][CH2:21][C:19]5[O:20][C:16]([CH3:15])=[CH:17][CH:18]=5)=[N:9][C:10]=4[CH:11]=[CH:12][CH:13]=3)[CH:33]=[CH:32][CH:31]=2)[CH:27]=[CH:28]1. Procedure: The title compound, MS: m/e=383.1 (M+H+), was prepared from 5-nitro-2-chloroquinoline, 5-methyl-2-furanmethanamine and 4-formylindole as described in example 26. Product: ClC=1C=C(C=C(C1SC1=NNC(C(=C1)C(C)C)=O)Cl)NC(C)=O (N-[3,5-Dichloro-4-(5-isopropyl-6-oxo-1,6-dihydro-pyridazin-3-ylsulfanyl)-phenyl]-acetamide). Yield: 99.0%. Procedure details: A solution of 3,5-dichloro-4-(6-chloro-5-isopropyl-pyridazin-3-ylsulfanyl)-phenylamine (83) (1.23 g, 3.50 mmol) in glacial acetic acid (35 mL) was treated with sodium acetate (1.0 g, 12.25 mmol). This mixture was heated to 95° C. for 18 h. At this time, the reaction mixture was cooled to 25° C., poured onto water (200 mL) and neutralized with a 3N aqueous sodium hydroxide solution. This solution was then extracted with ethyl acetate (2×200 mL). The combined organics were washed with a saturated ... As a reaction SMILES: [Cl:1][C:2]1[CH:3]=[C:4]([NH2:20])[CH:5]=[C:6]([Cl:19])[C:7]=1[S:8][C:9]1[N:10]=[N:11][C:12](Cl)=[C:13]([CH:15]([CH3:17])[CH3:16])[CH:14]=1.[C:21]([O-])(=[O:23])[CH3:22].[Na+].[OH-:26].[Na+]>C(O)(=O)C>[Cl:1][C:2]1[CH:3]=[C:4]([NH:20][C:21](=[O:23])[CH3:22])[CH:5]=[C:6]([Cl:19])[C:7]=1[S:8][C:9]1[CH:14]=[C:13]([CH:15]([CH3:17])[CH3:16])[C:12](=[O:26])[NH:11][N:10]=1 |f:1.2,3.4|. Starting materials: ClC=1C=C(C=C(C1SC=1N=NC(=C(C1)C(C)C)Cl)Cl)N (3,5-Dichloro-4-(6-chloro-5-isopropyl-pyridazin-3-ylsulfanyl)-phenylamine), C(C)(=O)[O-].[Na+] (sodium acetate), [OH-].[Na+] (sodium hydroxide). The solvent is C(C)(=O)O (acetic acid). Reaction conditions: temperature 95 celsius.